This data is from the Open Reaction Database (ORD), a public repository of structured organic reaction records. The task is: describe an organic reaction: reactants, conditions, products, and yield The reactants are CO, O=[N+]([O-])c1cc(Oc2ccnc3ccccc23)ccc1O. Yields the product Nc1cc(Oc2ccnc3ccccc23)ccc1O. As a reaction SMILES: [CH3:22][OH:23].[N+:1]([O-:2])(=[O:3])[c:4]1[c:5]([OH:21])[cH:6][cH:7][c:8]([O:10][c:11]2[cH:12][cH:13][n:14][c:15]3[cH:16][cH:17][cH:18][cH:19][c:20]23)[cH:9]1>>[NH2:1][c:4]1[c:5]([OH:21])[cH:6][cH:7][c:8]([O:10][c:11]2[cH:12][cH:13][n:14][c:15]3[cH:16][cH:17][cH:18][cH:19][c:20]23)[cH:9]1. Reactants: CCOC(C)=O, CC(C)CN(CC(C)C)C(=O)C(C)(C)c1ccc([N+](=O)[O-])c(NCCCN2CCCCC2)c1, CCO. Yields the product CC(C)CN(CC(C)C)C(=O)C(C)(C)c1ccc(N)c(NCCCN2CCCCC2)c1. Reaction SMILES: [C:37]([O:38][CH2:39][CH3:40])(=[O:41])[CH3:42].[CH2:1]([CH:2]([CH3:3])[CH3:4])[N:5]([C:6]([C:7]([CH3:8])([c:9]1[cH:10][c:11]([NH:18][CH2:19][CH2:20][CH2:21][N:22]2[CH2:23][CH2:24][CH2:25][CH2:26][CH2:27]2)[c:12]([N+:15]([O-:16])=[O:17])[cH:13][cH:14]1)[CH3:28])=[O:29])[CH2:30][CH:31]([CH3:32])[CH3:33].[CH2:34]([OH:35])[CH3:36]>>[CH2:1]([CH:2]([CH3:3])[CH3:4])[N:5]([C:6]([C:7]([CH3:8])([c:9]1[cH:10][c:11]([NH:18][CH2:19][CH2:20][CH2:21][N:22]2[CH2:23][CH2:24][CH2:25][CH2:26][CH2:27]2)[c:12]([NH2:15])[cH:13][cH:14]1)[CH3:28])=[O:29])[CH2:30][CH:31]([CH3:32])[CH3:33].